From a dataset of the Open Reaction Database (ORD), a public repository of structured organic reaction records. describe an organic reaction: reactants, conditions, products, and yield The reactants are O=C(O)Cn1c(-c2ccc(F)cc2)ncc(NC(=O)OCc2ccccc2)c1=O, NC(Cc1ccccc1)C(O)C(F)(F)F, CN(C)C=O, On1nnc2ccccc21. Yields the product O=C(Cn1c(-c2ccc(F)cc2)ncc(NC(=O)OCc2ccccc2)c1=O)NC(Cc1ccccc1)C(O)C(F)(F)F. As a reaction SMILES: [CH2:1]([c:2]1[cH:3][cH:4][cH:5][cH:6][cH:7]1)[O:8][C:9](=[O:10])[NH:11][c:12]1[cH:13][n:14][c:15](-[c:23]2[cH:24][cH:25][c:26]([F:29])[cH:27][cH:28]2)[n:16]([CH2:19][C:20](=[O:21])[OH:22])[c:17]1=[O:18].[NH2:30][CH:31]([CH:32]([C:33]([F:34])([F:35])[F:36])[OH:37])[CH2:38][c:39]1[cH:40][cH:41][cH:42][cH:43][cH:44]1.[O:55]=[CH:56][N:57]([CH3:58])[CH3:59].[OH:45][n:46]1[c:47]2[c:48]([cH:49][cH:50][cH:51][cH:52]2)[n:53][n:54]1>>[CH2:1]([c:2]1[cH:3][cH:4][cH:5][cH:6][cH:7]1)[O:8][C:9](=[O:10])[NH:11][c:12]1[cH:13][n:14][c:15](-[c:23]2[cH:24][cH:25][c:26]([F:29])[cH:27][cH:28]2)[n:16]([CH2:19][C:20](=[O:21])[NH:30][CH:31]([CH:32]([C:33]([F:34])([F:35])[F:36])[OH:37])[CH2:38][c:39]2[cH:40][cH:41][cH:42][cH:43][cH:44]2)[c:17]1=[O:18]. The reactants are [Cl-].[Cl-].[Cl-].[Al+3] (aluminum trichloride), C(C)(=O)OC(C)=O (acetic anhydride), C1C(CC2=CC=CC=C12)NC(C1=CC=C(C=C1)F)=O (N-(indan-2-yl)-4-fluoro-benzamide). The solvent is ClCCCl (1,2-dichloroethane). Reaction conditions: time 2 hour. The product is C(C)(=O)C=1C=C2CC(CC2=CC1)NC(C1=CC=C(C=C1)F)=O (N-(5-ACETYL-INDAN-2-YL)-4-FLUORO-BENZAMIDE). Reaction SMILES: [Cl-].[Cl-].[Cl-].[Al+3].[C:5](OC(=O)C)(=[O:7])[CH3:6].[CH2:12]1[C:20]2[C:15](=[CH:16][CH:17]=[CH:18][CH:19]=2)[CH2:14][CH:13]1[NH:21][C:22](=[O:30])[C:23]1[CH:28]=[CH:27][C:26]([F:29])=[CH:25][CH:24]=1>ClCCCl>[C:5]([C:18]1[CH:19]=[C:20]2[C:15](=[CH:16][CH:17]=1)[CH2:14][CH:13]([NH:21][C:22](=[O:30])[C:23]1[CH:24]=[CH:25][C:26]([F:29])=[CH:27][CH:28]=1)[CH2:12]2)(=[O:7])[CH3:6] |f:0.1.2.3|. Procedure: 2.87 g (21.6 mmol) aluminum trichloride were suspended in 10 ml 1,2-dichloroethane, 500 mg (4.9 mmol) acetic anhydride and 1.0 g N-(indan-2-yl)-4-fluoro-benzamide added, and the whole was stirred for 2 h at RT. The resulting mixture was poured onto ice water/HCl, extracted with dichloromethane, the organic phase was dried with Na2SO4 and evaporated.